This data is from the Open Reaction Database (ORD), a public repository of structured organic reaction records. The task is: describe an organic reaction: reactants, conditions, products, and yield The reactants are BrC1=C(C=C(C=C1)C(F)(F)F)S(=O)(=O)NCCO (2-bromo-N-(2-hydroxyethyl)-5-(trifluoromethyl)benzene-sulfonamide), FC1=C(C=CC(=C1)B1OC(C(O1)(C)C)(C)C)C=1C=NC(=NC1)N (5-(2-fluoro-4-(4,4,5,5-tetramethyl-1,3,2-dioxaborolan-2-yl)phenyl)-pyrimidin-2-amine). The product is NC1=NC=C(C=N1)C1=C(C=C(C=C1)C=1C(=CC(=CC1)C(F)(F)F)S(=O)(=O)NCCO)F (4′-(2-Aminopyrimidin-5-yl)-3′-fluoro-N-(2-hydroxyethyl)-4-(trifluoromethyl)biphenyl-2-sulfonamide). RXN SMILES: Br[C:2]1[CH:7]=[CH:6][C:5]([C:8]([F:11])([F:10])[F:9])=[CH:4][C:3]=1[S:12]([NH:15][CH2:16][CH2:17][OH:18])(=[O:14])=[O:13].[F:19][C:20]1[CH:25]=[C:24](B2OC(C)(C)C(C)(C)O2)[CH:23]=[CH:22][C:21]=1[C:35]1[CH:36]=[N:37][C:38]([NH2:41])=[N:39][CH:40]=1>>[NH2:41][C:38]1[N:39]=[CH:40][C:35]([C:21]2[CH:22]=[CH:23][C:24]([C:2]3[C:3]([S:12]([NH:15][CH2:16][CH2:17][OH:18])(=[O:14])=[O:13])=[CH:4][C:5]([C:8]([F:11])([F:10])[F:9])=[CH:6][CH:7]=3)=[CH:25][C:20]=2[F:19])=[CH:36][N:37]=1. Reported procedure: The title compound was prepared in a manner similar to that described in Example 88 using 2-bromo-N-(2-hydroxyethyl)-5-(trifluoromethyl)benzene-sulfonamide and 5-(2-fluoro-4-(4,4,5,5-tetramethyl-1,3,2-dioxaborolan-2-yl)phenyl)-pyrimidin-2-amine. MS (ESI): mass calcd. for C19H16F4N4O3S, 456.09; m/z found, 457.0 [M+H]+. 1H NMR (500 MHz, CD3OD) δ 8.57-8.53 (d, J=1.4, 2H), 8.38-8.35 (m, 1H), 8.00-7.96 (dd, J=8.1, 1.5, 1H), 7.63-7.60 (d, J=8.0, 1H), 7.59-7.54 (m, 1H), 7.38-7.36 (dd, J=6.1, 1.6, 1H), ... Starting materials: CCOC(=O)c1nnc(N2CCN(C(=O)c3ccccc3C(F)(F)F)CC2)s1, CCCCCCCCN. Yields the product CCCCCCCCNC(=O)c1nnc(N2CCN(C(=O)c3ccccc3C(F)(F)F)CC2)s1. As a reaction SMILES: [CH2:10]([O:12][C:13](=[O:11])[c:15]1[s:16][c:17]([N:20]2[CH2:21][CH2:22][N:23]([C:26]([c:27]3[c:28]([C:33]([F:34])([F:35])[F:36])[cH:29][cH:30][cH:31][cH:32]3)=[O:37])[CH2:24][CH2:25]2)[n:18][n:19]1)[CH3:14].[CH2:1]([CH2:2][CH2:3][CH2:4][CH2:5][CH2:6][CH2:7][CH3:8])[NH2:9]>>[CH2:1]([CH2:2][CH2:3][CH2:4][CH2:5][CH2:6][CH2:7][CH3:8])[NH:9][C:13](=[O:12])[c:15]1[s:16][c:17]([N:20]2[CH2:21][CH2:22][N:23]([C:26]([c:27]3[c:28]([C:33]([F:34])([F:35])[F:36])[cH:29][cH:30][cH:31][cH:32]3)=[O:37])[CH2:24][CH2:25]2)[n:18][n:19]1. The reactants are OC1=CC=C(O[C@@H](C(=O)O)C)C=C1 ((R)-2-(4-hydroxyphenoxy)propionic acid), S(=O)(Cl)Cl (thionyl chloride). The product is OC1=CC=C(O[C@@H](C(=O)Cl)C)C=C1 ((R)-2-(4-hydroxyphenoxy)propionic acid chloride). As a reaction SMILES: [OH:1][C:2]1[CH:13]=[CH:12][C:5]([O:6][C@H:7]([CH3:11])[C:8](O)=[O:9])=[CH:4][CH:3]=1.S(Cl)([Cl:16])=O>>[OH:1][C:2]1[CH:13]=[CH:12][C:5]([O:6][C@H:7]([CH3:11])[C:8]([Cl:16])=[O:9])=[CH:4][CH:3]=1. Procedure details: 4.0 g (0.022 mol) of (R)-2-(4-hydroxyphenoxy)propionic acid was dissolved in 25 ml of thionyl chloride, the mixture was refluxed for 5 hours, and distilled under a reduced pressure. 3.3 g (0.016 mol) of (R)-2-(4-hydroxyphenoxy)propionic acid chloride thus obtained was dissolved in 60 ml of tetrahydrofuran, and the mixture was cooled to 0° C. 3.04 g (0.018 mol) of 2-amino-5-chlorobenzoxazole and triethylamine dissolved in 15 ml of tetrahydrofuran were sequentially added to the reaction mixture. T... The reactants are CN(C)C=O, COc1cc(OC)c(C(=O)O)cc1OC, Cl, O. Yields the product COc1cc(O)c(C(=O)O)cc1OC. As a reaction SMILES: [CH3:18][N:19]([CH3:20])[CH:21]=[O:22].[CH3:1][O:2][c:3]1[c:4]([C:5](=[O:6])[OH:7])[cH:8][c:9]([O:14][CH3:15])[c:10]([O:12][CH3:13])[cH:11]1.[ClH:16].[OH2:17]>>[OH:2][c:3]1[c:4]([C:5](=[O:6])[OH:7])[cH:8][c:9]([O:14][CH3:15])[c:10]([O:12][CH3:13])[cH:11]1. The product is COc1ccc(COc2ccc([N+](=O)[O-])cc2)cc1. Reaction SMILES: [CH3:12][O:13][c:14]1[cH:15][cH:16][c:17]([CH2:18][Cl:19])[cH:20][cH:21]1.[N+:1](=[O:2])([O-:3])[c:4]1[cH:5][cH:6][c:7]([O-:8])[cH:9][cH:10]1.[Na+:11].[O:22]=[CH:23][N:24]([CH3:25])[CH3:26]>>[N+:1](=[O:2])([O-:3])[c:4]1[cH:5][cH:6][c:7]([O:8][CH2:18][c:17]2[cH:16][cH:15][c:14]([O:13][CH3:12])[cH:21][cH:20]2)[cH:9][cH:10]1. Starting materials: COc1ccc(CCl)cc1, O=[N+]([O-])c1ccc([O-])cc1, [Na+], CN(C)C=O. Starting materials: C(C1=CC=CC=C1)N(C1(COCC1)C#N)CC1=CC=CC=C1 (3-(dibenzylamino)tetrahydrofuran-3-carbonitrile), [H-].[Al+3].[Li+].[H-].[H-].[H-] (lithium aluminium hydride). Solvent: O1CCCC1 (tetrahydrofuran). Conditions: time 16 hour. The product is NCC1(COCC1)N(CC1=CC=CC=C1)CC1=CC=CC=C1 (3-(Aminomethyl)-N,N-dibenzyltetrahydrofuran-3-amine). Yield: 58.5%. RXN SMILES: [CH2:1]([N:8]([CH2:16][C:17]1[CH:22]=[CH:21][CH:20]=[CH:19][CH:18]=1)[C:9]1([C:14]#[N:15])[CH2:13][CH2:12][O:11][CH2:10]1)[C:2]1[CH:7]=[CH:6][CH:5]=[CH:4][CH:3]=1.[H-].[Al+3].[Li+].[H-].[H-].[H-]>O1CCCC1>[NH2:15][CH2:14][C:9]1([N:8]([CH2:1][C:2]2[CH:7]=[CH:6][CH:5]=[CH:4][CH:3]=2)[CH2:16][C:17]2[CH:22]=[CH:21][CH:20]=[CH:19][CH:18]=2)[CH2:13][CH2:12][O:11][CH2:10]1 |f:1.2.3.4.5.6|. Procedure details: To a cooled solution of 3-(dibenzylamino)tetrahydrofuran-3-carbonitrile (2.2 g, 7.5 mmol) in tetrahydrofuran (50 mL) at 0° C., was added lithium aluminium hydride (855 mg, 22.5 mmol). After the mixture being stirred for 16 hours at room temperature, the reaction was quenched by addition of water (5 mL). The resulting mixture was filtered and the filtrate was concentrated in vacuo to afford 1.3 g of the crude product (yield was 58%). The reactants are N1=C(C(=CC=C1)N)N (pyridine-2,3-diamine), C(C1=CC=CC=C1)OC=1C=CC(=C(C(=O)O)C1)OC(C)C (5-(benzyloxy)-2-isopropoxybenzoic acid), O.ON1N=NC2=C1C=CC=C2 (1-hydroxybenztriazole hydrate), Cl.C(C)N=C=NCCCN(C)C (1-ethyl-3-(3-dimethylaminopropyl)carbodiimide hydrochloride). Run in CN(C=O)C (N,N-dimethylformamide), C(C)O (ethanol), C(C)(=O)O (acetic acid), O (water). Product: C(C1=CC=CC=C1)OC=1C=CC(=C(C1)C1=NC=2C(=NC=CC2)N1)OC(C)C (2-[5-(benzyloxy)-2-isopropoxyphenyl]-3H-imidazo[4,5-b]pyridine). The yield is 32.2%. RXN SMILES: [N:1]1[CH:6]=[CH:5][CH:4]=[C:3]([NH2:7])[C:2]=1[NH2:8].[CH2:9]([O:16][C:17]1[CH:18]=[CH:19][C:20]([O:26][CH:27]([CH3:29])[CH3:28])=[C:21]([CH:25]=1)[C:22](O)=O)[C:10]1[CH:15]=[CH:14][CH:13]=[CH:12][CH:11]=1.O.ON1C2C=CC=CC=2N=N1.Cl.C(N=C=NCCCN(C)C)C>CN(C)C=O.O.C(O)C.C(O)(=O)C>[CH2:9]([O:16][C:17]1[CH:18]=[CH:19][C:20]([O:26][CH:27]([CH3:29])[CH3:28])=[C:21]([C:22]2[NH:8][C:2]3=[N:1][CH:6]=[CH:5][CH:4]=[C:3]3[N:7]=2)[CH:25]=1)[C:10]1[CH:11]=[CH:12][CH:13]=[CH:14][CH:15]=1 |f:2.3,4.5|. Procedure details: A solution (20 ml) of pyridine-2,3-diamine (0.6 g), 5-(benzyloxy)-2-isopropoxybenzoic acid (1.31 g), 1-hydroxybenztriazole hydrate (0.93 g) and 1-ethyl-3-(3-dimethylaminopropyl)carbodiimide hydrochloride (1.32 g) in N,N-dimethylformamide was stirred at room temperature for 18 hr. The reaction mixture was diluted with water and extracted with ethyl acetate. The extract was washed with water, dried over magnesium sulfate and concentrated to give as pale-brown crystals. The obtained crystals were a... The reactants are CN1C(=NC2=C1C=CC(=C2)[N+](=O)[O-])SCC2=CN=CN2CCC (1-methyl-5-nitro-2-(((1-propylimidazol-5-yl)methyl)sulfanyl)benzimidazole), reduced iron, [Cl-].[Ca+2].[Cl-] (calcium chloride). Run in C(C)O (ethanol). The product is NC1=CC2=C(N(C(=N2)SCC2=CN=CN2CCC)C)C=C1 (5-amino-1-methyl-2-(((1-propylimidazol-5-yl)methyl)sulfanyl)benzimidazole). Yield: 19.3%. RXN SMILES: [CH3:1][N:2]1[C:6]2[CH:7]=[CH:8][C:9]([N+:11]([O-])=O)=[CH:10][C:5]=2[N:4]=[C:3]1[S:14][CH2:15][C:16]1[N:20]([CH2:21][CH2:22][CH3:23])[CH:19]=[N:18][CH:17]=1.[Cl-].[Ca+2].[Cl-]>C(O)C>[NH2:11][C:9]1[CH:8]=[CH:7][C:6]2[N:2]([CH3:1])[C:3]([S:14][CH2:15][C:16]3[N:20]([CH2:21][CH2:22][CH3:23])[CH:19]=[N:18][CH:17]=3)=[N:4][C:5]=2[CH:10]=1 |f:1.2.3|. Procedure details: An aqueous solution of 1-methyl-5-nitro-2-(((1-propylimidazol-5-yl)methyl)sulfanyl)benzimidazole (700 mg), reduced iron (0.6 g) and anhydrous calcium chloride (1.18 g) in 85% ethanol (15 ml) was stirred for 1 day under nitrogen atmosphere at 105° C. The mixture was allowed to be at room temperature, the insolubles were filtered off, water was added to the mixture, and the mixture was extracted with ethyl acetate. The organic layer was washed with saturated brine and dried over magnesium sulfate.... RXN SMILES: [CH3:1][S:2][C:3]1[CH:8]=[C:7]([C@@H:9]([NH:12][C:13]([C:15]2[C:16]3[CH:23]=[N:22][N:21]([C:24]4[CH:29]=[CH:28][C:27]([F:30])=[CH:26][CH:25]=4)[C:17]=3[CH:18]=[N:19][CH:20]=2)=[O:14])[CH2:10][CH3:11])[CH:6]=[CH:5][N:4]=1.I([O-])(=O)(=O)=[O:32].[Na+]>CO>[CH3:1][S:2]([C:3]1[CH:8]=[C:7]([C@@H:9]([NH:12][C:13]([C:15]2[C:16]3[CH:23]=[N:22][N:21]([C:24]4[CH:25]=[CH:26][C:27]([F:30])=[CH:28][CH:29]=4)[C:17]=3[CH:18]=[N:19][CH:20]=2)=[O:14])[CH2:10][CH3:11])[CH:6]=[CH:5][N:4]=1)=[O:32] |f:1.2|. Conditions: time 1.5 hour. Product: CS(=O)C1=NC=CC(=C1)[C@H](CC)NC(=O)C=1C2=C(C=NC1)N(N=C2)C2=CC=C(C=C2)F (1-(4-Fluorophenyl)-1H-pyrazolo[3,4-c]pyridine-4-carboxylic acid[(S)-1-(2-methanesulfinyl-pyridin-4-yl)-propyl]-amide). Reactants: CSC1=NC=CC(=C1)[C@H](CC)NC(=O)C=1C2=C(C=NC1)N(N=C2)C2=CC=C(C=C2)F (1-(4-fluorophenyl)-1H-pyrazolo[3,4-c]pyridine-4-carboxylic acid[(S)-1-(2-methylsulfanyl-pyridin-4-yl)-propyl]-amide), I(=O)(=O)(=O)[O-].[Na+] (sodium periodate). Solvent: CO (MeOH). Procedure: To a solution of 1-(4-fluorophenyl)-1H-pyrazolo[3,4-c]pyridine-4-carboxylic acid[(S)-1-(2-methylsulfanyl-pyridin-4-yl)-propyl]-amide (0.10 mg, 0.24 mmol) in MeOH (5 mL) was added an aqueous solution of sodium periodate (51 mg, 0.24 mmol). After 1.5 hours, a solid precipitated and additional MeOH (3 mL) was added. After 5 days, mixture was concentrated and partitioned between water (5 mL) and EtOAc (50 mL). The organic phase was separated and the aqueous layer was extracted with EtOAc (20 mL). Th...